describe an organic reaction: reactants, conditions, products, and yield From a dataset of the Open Reaction Database (ORD), a public repository of structured organic reaction records. Reactants: [OH-].[Na+] (sodium hydroxide), CN1C2=CC=CC=C2C=2C(C(CCC12)CC=1N=CN(C1C)C(C1=CC=CC=C1)(C1=CC=CC=C1)C1=CC=CC=C1)=O (1,2,3,9-tetrahydro-9-methyl-3-[[5-methyl(triphenylmethyl)-1H-imidazol-4-yl]methyl]carbazol-4-one), C(C)(=O)O (acetic acid), C1CCOC1 (THF). Solvent: O (water). The product is CN1C2=CC=CC=C2C=2C(C(CCC12)CC=1N=CNC1C)=O (1,2,3,9-Tetrahydro-9-methyl-3-[(5-methyl-1H-imidazol-4-yl)methyl]-4H-carbazol-4-one). Isolated yield 77.7%. RXN SMILES: [CH3:1][N:2]1[C:14]2[CH2:13][CH2:12][CH:11]([CH2:15][C:16]3[N:17]=[CH:18][N:19](C(C4C=CC=CC=4)(C4C=CC=CC=4)C4C=CC=CC=4)[C:20]=3[CH3:21])[C:10](=[O:41])[C:9]=2[C:8]2[C:3]1=[CH:4][CH:5]=[CH:6][CH:7]=2.C(O)(=O)C.C1COCC1.[OH-].[Na+]>O>[CH3:1][N:2]1[C:14]2[CH2:13][CH2:12][CH:11]([CH2:15][C:16]3[N:17]=[CH:18][NH:19][C:20]=3[CH3:21])[C:10](=[O:41])[C:9]=2[C:8]2[C:3]1=[CH:4][CH:5]=[CH:6][CH:7]=2 |f:3.4|. Reported procedure: A solution of 1,2,3,9-tetrahydro-9-methyl-3-[[5-methyl(triphenylmethyl)-1H-imidazol-4-yl]methyl]carbazol-4-one (268 mg) in a mixture of glacial acetic acid (5 ml), THF (5 ml), and water (5 ml) was heated at 100°-110° for 8 h. After cooling, 2N sodium hydroxide solution (50 ml) was added and the resulting suspension was extracted with dichloromethane (2×50 ml). The combined, dried organic extracts were concentrated to give a foam which was purified by FCC eluting with System A (100:8:1) to give t... Starting materials: NC1(CCC(CC1)=O)C1=CC=C(C=C1)OC (4-amino-4-(4-methoxy-phenyl)-cyclohexanone), N1CC(C1)NC(=O)CNC(C1=CC(=CC=C1)C(F)(F)F)=O (N-(azetidin-3-ylcarbamoylmethyl)-3-trifluoromethyl-benzamide). The product is NC1(CCC(CC1)N1CC(C1)NC(=O)CNC(C1=CC(=CC=C1)C(F)(F)F)=O)C1=CC=C(C=C1)OC (N-({1-[4-Amino-4-(4-methoxy-phenyl)-cyclohexyl]-azetidin-3-ylcarbamoyl}-methyl)-3-trifluoromethyl-benzamide). As a reaction SMILES: [NH2:1][C:2]1([C:9]2[CH:14]=[CH:13][C:12]([O:15][CH3:16])=[CH:11][CH:10]=2)[CH2:7][CH2:6][C:5](=O)[CH2:4][CH2:3]1.[NH:17]1[CH2:20][CH:19]([NH:21][C:22]([CH2:24][NH:25][C:26](=[O:37])[C:27]2[CH:32]=[CH:31][CH:30]=[C:29]([C:33]([F:36])([F:35])[F:34])[CH:28]=2)=[O:23])[CH2:18]1>>[NH2:1][C:2]1([C:9]2[CH:14]=[CH:13][C:12]([O:15][CH3:16])=[CH:11][CH:10]=2)[CH2:7][CH2:6][CH:5]([N:17]2[CH2:20][CH:19]([NH:21][C:22]([CH2:24][NH:25][C:26](=[O:37])[C:27]3[CH:32]=[CH:31][CH:30]=[C:29]([C:33]([F:36])([F:34])[F:35])[CH:28]=3)=[O:23])[CH2:18]2)[CH2:4][CH2:3]1. Reported procedure: The title compound was prepared as a white solid by reductive amination of 4-amino-4-(4-methoxy-phenyl)-cyclohexanone (as prepared in the previous step) and N-(azetidin-3-ylcarbamoylmethyl)-3-trifluoromethyl-benzamide (as prepared in step B of Example 4) using the procedure described in Step C of Example 4. The reactants are O[C@@H]([C@@H]1N([C@@H](CC1)CC1=CC=C(C=C1)C(=O)N1CCC2(CCOC2=O)CC1)C(=O)OC(C)(C)C)C1=CC=CC=C1 (tert-butyl (2R,5S)-2-[(R)-hydroxy(phenyl)methyl]-5-{4-[(1-oxo-2-oxa-8-azaspiro[4.5]dec-8-yl)carbonyl]benzyl)pyrrolidine-1-carboxylate), FC(C(=O)O)(F)F (trifluoroacetic acid). Run in ClCCl (dichloromethane). Conditions: time 1 hour. The product is O[C@@H]([C@H]1CC[C@H](N1)CC1=CC=C(C(=O)N2CCC3(CCOC3=O)CC2)C=C1)C1=CC=CC=C1 (8-[4-({(2S,5R)-5-[(R)-hydroxy(phenyl)methyl]pyrrolidin-2-yl}methyl)benzoyl]-2-oxa-8-azaspiro[4.5]decan-1-one). The yield is 80.3%. RXN SMILES: [OH:1][C@H:2]([C:35]1[CH:40]=[CH:39][CH:38]=[CH:37][CH:36]=1)[C@H:3]1[CH2:7][CH2:6][C@@H:5]([CH2:8][C:9]2[CH:14]=[CH:13][C:12]([C:15]([N:17]3[CH2:27][CH2:26][C:20]4([C:24](=[O:25])[O:23][CH2:22][CH2:21]4)[CH2:19][CH2:18]3)=[O:16])=[CH:11][CH:10]=2)[N:4]1C(OC(C)(C)C)=O.FC(F)(F)C(O)=O>ClCCl>[OH:1][C@H:2]([C:35]1[CH:36]=[CH:37][CH:38]=[CH:39][CH:40]=1)[C@@H:3]1[NH:4][C@H:5]([CH2:8][C:9]2[CH:14]=[CH:13][C:12]([C:15]([N:17]3[CH2:18][CH2:19][C:20]4([C:24](=[O:25])[O:23][CH2:22][CH2:21]4)[CH2:26][CH2:27]3)=[O:16])=[CH:11][CH:10]=2)[CH2:6][CH2:7]1. Procedure details: To a solution of 28 mg (0.05 mmol) of the title compound from Step A above in 1 ml anhydrous dichloromethane at ambient temperature was added 0.3 ml trifluoroacetic acid. The solution was stirred for 1 h. It was then evaporated and purified by reverse-phase HPLC (TMC Pro-Pac C18; 5-65% 0.1% trifluoroacetic acid in acetonitrile/0.1% trifluoroacetic acid in water gradient). The pure fractions were lyophilized overnight to give 18 mg (80%) of the title compound as a white solid. LC/MS 449.2 (M+1). ... Reactants: NC1=CC=C(C=C1)[C@H]1CN(CCO1)[C@H](C)C1=CC=CC=C1 ((2S)-2-(4-aminophenyl)-4-((1R)-1-phenylethyl)morpholine), C(=O)[O-].[NH4+] (ammonium formate), O1CCCC1 (tetrahydrofuran), CO (methanol). The reagents and catalysts are [Pd] (palladium on carbon). The solvent is O (water). Run at temperature 95 celsius, time 3 hour. Product: N1C[C@@H](OCC1)C1=CC=C(C=C1)N (4-((2S)-morpholin-2-yl)phenylamine). The yield is 94.9%. RXN SMILES: [NH2:1][C:2]1[CH:7]=[CH:6][C:5]([C@@H:8]2[O:13][CH2:12][CH2:11][N:10]([C@@H](C3C=CC=CC=3)C)[CH2:9]2)=[CH:4][CH:3]=1.C([O-])=O.[NH4+].O1CCCC1.CO>[Pd].O>[NH:10]1[CH2:11][CH2:12][O:13][C@@H:8]([C:5]2[CH:6]=[CH:7][C:2]([NH2:1])=[CH:3][CH:4]=2)[CH2:9]1 |f:1.2|. Reported procedure: To a solution of (2S)-2-(4-aminophenyl)-4-((1R)-1-phenylethyl)morpholine (17.45 g, 61.8 mmol) and ammonium formate (11.7 g, 185.4 mmol) in mixture of tetrahydrofuran (180 ml), methanol (180 ml) and water (45 ml) was added 10% palladium on carbon (wet, 1.8 g) and the mixture was stirred at 95° C. for 3 hours. After filtration, the solvent was removed in vacuo and the residue was partitioned between water and dichloromethane. The organic layer was dried over anhydrous sodium sulfate and the solven... Reaction SMILES: [CH2:1]([O:3][CH2:4][CH2:5][O:6][C:7]1[C:12]([CH3:13])=[C:11]([CH3:14])[C:10]([C:15]2[CH:20]=[CH:19][CH:18]=[C:17]([CH:21]=O)[CH:16]=2)=[C:9]([CH3:23])[C:8]=1[CH3:24])[CH3:2].[NH2:25][C:26]1[CH:31]=[CH:30][C:29]([CH2:32][CH2:33][C:34]([O:36][CH2:37][CH3:38])=[O:35])=[C:28]([F:39])[CH:27]=1.C(O)(=O)C.C(O[BH-](OC(=O)C)OC(=O)C)(=O)C.[Na+]>ClCCCl.C(OCC)(=O)C>[CH2:1]([O:3][CH2:4][CH2:5][O:6][C:7]1[C:8]([CH3:24])=[C:9]([CH3:23])[C:10]([C:15]2[CH:20]=[CH:19][CH:18]=[C:17]([CH2:21][NH:25][C:26]3[CH:31]=[CH:30][C:29]([CH2:32][CH2:33][C:34]([O:36][CH2:37][CH3:38])=[O:35])=[C:28]([F:39])[CH:27]=3)[CH:16]=2)=[C:11]([CH3:14])[C:12]=1[CH3:13])[CH3:2] |f:3.4|. Procedure: To a solution of 4′-(2-ethoxyethoxy)-2′,3′,5′,6′-tetramethylbiphenyl-3-carbaldehyde (0.300 g, 0.99 mmol) and ethyl 3-(4-amino-2-fluorophenyl)propanoate (0.194 g, 0.99 mmol) in 1,2-dichloroethane (7.0 mL) was added acetic acid (0.158 mL, 2.76 mmol), and the mixture was stirred at room temperature for 3 hr. Sodium triacetoxyborohydride (0.585 g, 2.76 mmol) was added, and the mixture was further stirred for 3 hr. The reaction mixture was diluted with ethyl acetate, washed with saturated aqueous sod... Isolated yield 77.5%. Starting materials: C(C)(=O)O[BH-](OC(C)=O)OC(C)=O.[Na+] (Sodium triacetoxyborohydride), C(C)OCCOC1=C(C(=C(C(=C1C)C)C1=CC(=CC=C1)C=O)C)C (4′-(2-ethoxyethoxy)-2′,3′,5′,6′-tetramethylbiphenyl-3-carbaldehyde), NC1=CC(=C(C=C1)CCC(=O)OCC)F (ethyl 3-(4-amino-2-fluorophenyl)propanoate), C(C)(=O)O (acetic acid). Yields the product C(C)OCCOC1=C(C(=C(C(=C1C)C)C1=CC(=CC=C1)CNC1=CC(=C(C=C1)CCC(=O)OCC)F)C)C (ethyl 3-[4-({[4′-(2-ethoxyethoxy)-2′,3′,5′,6′-tetramethylbiphenyl-3-yl]methyl}amino)-2-fluorophenyl]propanoate). Solvent: ClCCCl (1,2-dichloroethane), C(C)(=O)OCC (ethyl acetate). Run at time 3 hour. Reactants: ClC=1C=C(C(=CC1)C(=O)OC)C(=O)OC (dimethyl 4-chloro-benzenedicarboxylate), [Na+].[Br-] (NaBr), (Ph3P)2. The reagents and catalysts are Cl[Ni]Cl (NiCl2), [Zn] (zinc). The solvent is CC(=O)N(C)C (DMAC). Run at time 1 hour. Yields the product C1(=C(C(=C(C(=C1)C(=O)O)C(=O)O)C(=O)O)C(=O)O)C1=CC=CC=C1 (biphenyltetracarboxylic acid). Yield: 96.9%. RXN SMILES: Cl[C:2]1[CH:3]=[C:4]([C:12]([O:14]C)=[O:13])[C:5]([C:8]([O:10]C)=[O:9])=[CH:6][CH:7]=1.[Na+].[Br-]>[Zn].Cl[Ni]Cl.CC(N(C)C)=O>[C:2]1([C:4]2[CH:3]=[CH:2][CH:7]=[CH:6][CH:5]=2)[CH:7]=[C:6]([C:12]([OH:14])=[O:13])[C:5]([C:8]([OH:10])=[O:9])=[C:4]([C:12]([OH:14])=[O:13])[C:3]=1[C:8]([OH:10])=[O:9] |f:1.2|. Procedure: Into a nitrogen-flushed reaction flask, under N2 atmosphere, was added 4.50 g (20 mmol) of dimethyl 4-chloro-benzenedicarboxylate (CBDM) 5.2 g (20 mmol) of anhydrous NaBr, 2.68 g (40 mmol) zinc powder and 0.52 g (0.8 mmol) (Ph3P)2.NiCl2. The mixture was maintained under a nitrogen atmosphere while 30 ml of DMAC, dried over molecular sieves was added. The mixture was heated with stirring to 80.C in one hour. The color of the solution turned from bluish-green to brown in 0 5 hours. After 4 hours, ... The reactants are O=C([O-])[O-], COCCOC, OB(O)c1ccc(Cl)cc1Cl, O=C1Nc2cccc(I)c2C1=Cc1ccc[nH]1, [Na+], [Na+], c1ccccc1. Yields the product O=C1Nc2cccc(-c3ccc(Cl)cc3Cl)c2C1=Cc1ccc[nH]1. Reaction SMILES: [C:18](=[O:19])([O-:20])[O-:21].[CH3:41][O:42][CH2:43][CH2:44][O:45][CH3:46].[Cl:24][c:25]1[c:26]([B:32]([OH:33])[OH:34])[cH:27][cH:28][c:29]([Cl:31])[cH:30]1.[I:1][c:2]1[c:3]2[c:7]([cH:8][cH:9][cH:10]1)[NH:6][C:5](=[O:11])[C:4]2=[CH:12][c:13]1[nH:14][cH:15][cH:16][cH:17]1.[Na+:22].[Na+:23].[cH:35]1[cH:36][cH:37][cH:38][cH:39][cH:40]1>>[c:2]1(-[c:26]2[c:25]([Cl:24])[cH:30][c:29]([Cl:31])[cH:28][cH:27]2)[c:3]2[c:7]([cH:8][cH:9][cH:10]1)[NH:6][C:5](=[O:11])[C:4]2=[CH:12][c:13]1[nH:14][cH:15][cH:16][cH:17]1. Reactants: CC(=O)[O-], CCO, CC(C)N(CCN1C(=O)C(=O)c2ccccc21)C(C)C, Cl, NNC(N)=O, [Na+], O. Product: CC(C)N(CCN1C(=O)C(=NNC(N)=O)c2ccccc21)C(C)C. Reaction SMILES: [CH3:28][C:29](=[O:30])[O-:31].[CH3:32][CH2:33][OH:34].[CH:1]([CH3:2])([CH3:3])[N:4]([CH2:5][CH2:6][N:7]1[C:8](=[O:9])[C:10](=[O:11])[c:12]2[cH:13][cH:14][cH:15][cH:16][c:17]21)[CH:18]([CH3:19])[CH3:20].[ClH:21].[NH2:22][NH:23][C:24](=[O:25])[NH2:26].[Na+:27].[OH2:35]>>[CH:1]([CH3:2])([CH3:3])[N:4]([CH2:5][CH2:6][N:7]1[C:8](=[O:9])[C:10](=[N:22][NH:23][C:24](=[O:25])[NH2:26])[c:12]2[cH:13][cH:14][cH:15][cH:16][c:17]21)[CH:18]([CH3:19])[CH3:20]. The reactants are Cl.Cl.COC1=C(OCC(CN2CCN(CC2)CC(=O)NC2=C(C=CC=C2C)C)O)C=CC=C1 (1-[3-(2-methoxyphenoxy)-2-hydroxypropyl]-4-[(2,6-dimethylphenyl)aminocarbonylmethyl]piperazine 2HCl), C([O-])([O-])=O.[K+].[K+] (potassium carbonate). Solvent: CCOCC (ether). The product is COC1=C(OCC(CN2CCN(CC2)CC(=O)NC2=C(C=CC=C2C)C)O)C=CC=C1 (1-[3-(2-methoxyphenoxy)-2-hydroxypropyl]-4-[(2,6-dimethylphenyl)aminocarbonylmethyl]piperazine). Reaction SMILES: Cl.Cl.[CH3:3][O:4][C:5]1[CH:33]=[CH:32][CH:31]=[CH:30][C:6]=1[O:7][CH2:8][CH:9]([OH:29])[CH2:10][N:11]1[CH2:16][CH2:15][N:14]([CH2:17][C:18]([NH:20][C:21]2[C:26]([CH3:27])=[CH:25][CH:24]=[CH:23][C:22]=2[CH3:28])=[O:19])[CH2:13][CH2:12]1.C(=O)([O-])[O-].[K+].[K+]>CCOCC>[CH3:3][O:4][C:5]1[CH:33]=[CH:32][CH:31]=[CH:30][C:6]=1[O:7][CH2:8][CH:9]([OH:29])[CH2:10][N:11]1[CH2:16][CH2:15][N:14]([CH2:17][C:18]([NH:20][C:21]2[C:22]([CH3:28])=[CH:23][CH:24]=[CH:25][C:26]=2[CH3:27])=[O:19])[CH2:13][CH2:12]1 |f:0.1.2,3.4.5|. Procedure: 1.0 g of 1-[3-(2-methoxyphenoxy)-2-hydroxypropyl]-4-[(2,6-dimethylphenyl)aminocarbonylmethyl]piperazine 2HCl suspended in 50 ml of ether is stirred with excess dilute aqueous potassium carbonate solution until the salt is completely dissolved. The organic layer is then separated, washed twice with water, dried over magnesium sulfate and evaporated to yield 1-[3-(2-methoxyphenoxy)-2-hydroxypropyl]-4-[(2,6-dimethylphenyl)aminocarbonylmethyl]piperazine as the free base. Isolated yield 84.0%. The product is ClC1=C(SC(=C1Cl)Cl)C=O (3,4,5-Trichloro-2-Thiophenecarboxaldehyde). Run at temperature 0 celsius, time 30 minute. Reported procedure: Butyllithium (2.5 molar in tetrahydrofuran, 3.96 mL, 9.9 mmol) is added to a solution of tetrachlorothiophene (2.00 g, 9.01 mmol) in tetrahydrofuran at 0° C. The reaction mixture is stirred at 0° C. for 30 minutes, warmed to room temperature over 45 minutes, treated with N,N-dimethylformamide (0.79 g, 10.8 mmol), stirred for three hours, poured into one molar hydrochloric acid at 4° C. and extracted with ether. The combined organic extracts are washed sequentially with water and brine, dried ove... Run in CCCCCC (hexane), C(C)(=O)OCC (ethyl acetate), O1CCCC1 (tetrahydrofuran). As a reaction SMILES: C([Li])CCC.[Cl:6][C:7]1[S:11][C:10](Cl)=[C:9]([Cl:13])[C:8]=1[Cl:14].CN(C)[CH:17]=[O:18].Cl>O1CCCC1.CCCCCC.C(OCC)(=O)C>[Cl:13][C:9]1[C:8]([Cl:14])=[C:7]([Cl:6])[S:11][C:10]=1[CH:17]=[O:18]. Reactants: Cl (hydrochloric acid), C(CCC)[Li] (Butyllithium), ClC1=C(C(=C(S1)Cl)Cl)Cl (tetrachlorothiophene), CN(C=O)C (N,N-dimethylformamide).